From a dataset of the Open Reaction Database (ORD), a public repository of structured organic reaction records. describe an organic reaction: reactants, conditions, products, and yield Reactants: O=Cc1ccc(C(F)(F)F)cc1, CCCCCCCCCCCCNS(=O)(=O)c1ccc(CN)s1, [Na+], O=C([O-])O. Product: CCCCCCCCCCCCNS(=O)(=O)c1ccc(CNCc2ccc(C(F)(F)F)cc2)s1. RXN SMILES: [F:24][C:25]([c:26]1[cH:27][cH:28][c:29]([CH:30]=[O:31])[cH:32][cH:33]1)([F:34])[F:35].[NH2:1][CH2:2][c:3]1[cH:4][cH:5][c:6]([S:8](=[O:9])(=[O:10])[NH:11][CH2:12][CH2:13][CH2:14][CH2:15][CH2:16][CH2:17][CH2:18][CH2:19][CH2:20][CH2:21][CH2:22][CH3:23])[s:7]1.[Na+:40].[O-:36][C:37]([OH:38])=[O:39]>>[NH:1]([CH2:2][c:3]1[cH:4][cH:5][c:6]([S:8](=[O:9])(=[O:10])[NH:11][CH2:12][CH2:13][CH2:14][CH2:15][CH2:16][CH2:17][CH2:18][CH2:19][CH2:20][CH2:21][CH2:22][CH3:23])[s:7]1)[CH2:30][c:29]1[cH:28][cH:27][c:26]([C:25]([F:24])([F:34])[F:35])[cH:33][cH:32]1.